This data is from the Open Reaction Database (ORD), a public repository of structured organic reaction records. The task is: describe an organic reaction: reactants, conditions, products, and yield Starting materials: NC1=NNC=2C(N(CCC21)CC=2OC=CC2)=O (3-amino-6-N-((furan-2-yl)methyl)-5,6-dihydro-1H-pyrazolo[3,4-c]pyridin-7(4H)-one), C([O-])([O-])=O.[K+].[K+] (potassium carbonate), ClCCC(=O)N1CCN(CC1)C1=CC=C(C=C1)OC (3-chloro-1-{4-(4-methoxyphenyl)piperazin-1-yl}propan-1-one). Yields the product NC1=NN(C=2C(N(CCC21)CC=2OC=CC2)=O)C(CCN2CCN(CC2)C2=CC=C(C=C2)OC)=O (3-amino-1-[{4-(4-methoxyphenyl)piperazin-1-yl}propanoyl]-6-N-{(furan-2-yl)methyl}-4,5,6,7-tetrahydropyrazolo[3,4-c]pyridin-7-one). RXN SMILES: [NH2:1][C:2]1[C:10]2[CH2:9][CH2:8][N:7]([CH2:11][C:12]3[O:13][CH:14]=[CH:15][CH:16]=3)[C:6](=[O:17])[C:5]=2[NH:4][N:3]=1.[C:18](=[O:21])([O-])[O-].[K+].[K+].ClC[CH2:26][C:27]([N:29]1[CH2:34][CH2:33][N:32]([C:35]2[CH:40]=[CH:39][C:38]([O:41][CH3:42])=[CH:37][CH:36]=2)[CH2:31][CH2:30]1)=O>>[NH2:1][C:2]1[C:10]2[CH2:9][CH2:8][N:7]([CH2:11][C:12]3[O:13][CH:14]=[CH:15][CH:16]=3)[C:6](=[O:17])[C:5]=2[N:4]([C:18](=[O:21])[CH2:26][CH2:27][N:29]2[CH2:30][CH2:31][N:32]([C:35]3[CH:40]=[CH:39][C:38]([O:41][CH3:42])=[CH:37][CH:36]=3)[CH2:33][CH2:34]2)[N:3]=1 |f:1.2.3|. Procedure details: A target compound (191.5 mg, 0.400 mmol, 93.1%) was yielded as solid in the same manner as Example 1 by reacting 3-amino-6-N-((furan-2-yl)methyl)-5,6-dihydro-1H-pyrazolo[3,4-c]pyridin-7(4H)-one (100 mg, 0.430 mmol) with potassium carbonate (89.1 mg, 0.645 mmol) and 3-chloro-1-{4-(4-methoxyphenyl)piperazin-1-yl}propan-1-one (133.7 mg, 0.473 mmol). Starting materials: O=C([O-])[O-], COCCOC, CCO, Cc1ccc(C(=O)NC2CC2)cc1-c1ccc2c(Cl)nncc2c1, OB(O)c1ccc(C(F)(F)F)cc1C(F)(F)F, [K+], [K+], O, c1ccc(P(c2ccccc2)(c2ccccc2)[Pd](P(c2ccccc2)(c2ccccc2)c2ccccc2)(P(c2ccccc2)(c2ccccc2)c2ccccc2)P(c2ccccc2)(c2ccccc2)c2ccccc2)cc1. The product is Cc1ccc(C(=O)NC2CC2)cc1-c1ccc2c(-c3ccc(C(F)(F)F)cc3C(F)(F)F)nncc2c1. RXN SMILES: [C:42](=[O:43])([O-:44])[O-:45].[CH3:49][O:50][CH2:51][CH2:52][O:53][CH3:54].[CH3:55][CH2:56][OH:57].[Cl:1][c:2]1[n:3][n:4][cH:5][c:6]2[cH:7][c:8](-[c:12]3[cH:13][c:14]([C:15](=[O:16])[NH:17][CH:18]4[CH2:19][CH2:20]4)[cH:21][cH:22][c:23]3[CH3:24])[cH:9][cH:10][c:11]12.[F:25][C:26]([c:27]1[c:28]([B:37]([OH:38])[OH:39])[cH:29][cH:30][c:31]([C:33]([F:34])([F:35])[F:36])[cH:32]1)([F:40])[F:41].[K+:46].[K+:47].[OH2:48].[cH:58]1[cH:59][cH:60][c:61]([P:62]([Pd:63]([P:64]([c:65]2[cH:66][cH:67][cH:68][cH:69][cH:70]2)([c:71]2[cH:72][cH:73][cH:74][cH:75][cH:76]2)[c:77]2[cH:78][cH:79][cH:80][cH:81][cH:82]2)([P:83]([c:84]2[cH:85][cH:86][cH:87][cH:88][cH:89]2)([c:90]2[cH:91][cH:92][cH:93][cH:94][cH:95]2)[c:96]2[cH:97][cH:98][cH:99][cH:100][cH:101]2)[P:102]([c:103]2[cH:104][cH:105][cH:106][cH:107][cH:108]2)([c:109]2[cH:110][cH:111][cH:112][cH:113][cH:114]2)[c:115]2[cH:116][cH:117][cH:118][cH:119][cH:120]2)([c:121]2[cH:122][cH:123][cH:124][cH:125][cH:126]2)[c:127]2[cH:128][cH:129][cH:130][cH:131][cH:132]2)[cH:133][cH:134]1>>[c:2]1(-[c:28]2[c:27]([C:26]([F:25])([F:40])[F:41])[cH:32][c:31]([C:33]([F:34])([F:35])[F:36])[cH:30][cH:29]2)[n:3][n:4][cH:5][c:6]2[cH:7][c:8](-[c:12]3[cH:13][c:14]([C:15](=[O:16])[NH:17][CH:18]4[CH2:19][CH2:20]4)[cH:21][cH:22][c:23]3[CH3:24])[cH:9][cH:10][c:11]12. Procedure: Over a 30 minute period and with constant stirring, add 16 g. of bromine dissolved in 50 ml. of glacial acetic acid to a mixture of 37 g. of N-(2-methyl-3-trifluoromethylphenyl) anthranilic acid in 350 ml. of glacial acetic acid. Pour the resulting mixture into 1500 ml. of water, filter and dry the precipitate. Recrystallize the product from acetonitrile to obtain 5-bromo-N-(2-methyl-3-trifluoromethylphenyl) anthranilic acid, m.p. 223°-225° C. The product is BrC1=CC=C(C(C(=O)O)=C1)NC1=C(C(=CC=C1)C(F)(F)F)C (5-bromo-N-(2-methyl-3-trifluoromethylphenyl) anthranilic acid). Reactants: BrBr (bromine), CC1=C(C=CC=C1C(F)(F)F)NC=1C(C(=O)O)=CC=CC1 (N-(2-methyl-3-trifluoromethylphenyl) anthranilic acid). Run at time 30 minute. RXN SMILES: [Br:1]Br.[CH3:3][C:4]1[C:9]([C:10]([F:13])([F:12])[F:11])=[CH:8][CH:7]=[CH:6][C:5]=1[NH:14][C:15]1[C:16](=[CH:20][CH:21]=[CH:22][CH:23]=1)[C:17]([OH:19])=[O:18]>C(O)(=O)C>[Br:1][C:21]1[CH:20]=[C:16]([C:17]([OH:19])=[O:18])[C:15]([NH:14][C:5]2[CH:6]=[CH:7][CH:8]=[C:9]([C:10]([F:11])([F:12])[F:13])[C:4]=2[CH3:3])=[CH:23][CH:22]=1. Run in C(C)(=O)O (acetic acid), C(C)(=O)O (acetic acid).